From a dataset of the Open Reaction Database (ORD), a public repository of structured organic reaction records. describe an organic reaction: reactants, conditions, products, and yield Starting materials: CN1CCOCC1 (4-Methylmorpholine), C(C1=CC=CC=C1)N (benzylamine), C(C(C)C)OC(=O)Cl (isobutylchloroformate), C(C)(=O)NC(C(=O)O)CC=C (2-acetamido-4-pentenoic acid). The solvent is C1CCOC1 (THF), C1CCOC1 (THF). Reaction conditions: time 2 minute. Product: C(C1=CC=CC=C1)NC(C(CC=C)NC(C)=O)=O (2-Acetamido-4-pentenoic acid-N-benzylamide). Isolated yield 63.5%. Reaction SMILES: CN1CCOCC1.[C:8]([NH:11][CH:12]([CH2:16][CH:17]=[CH2:18])[C:13]([OH:15])=O)(=[O:10])[CH3:9].C(OC(Cl)=O)C(C)C.[CH2:27]([NH2:34])[C:28]1[CH:33]=[CH:32][CH:31]=[CH:30][CH:29]=1>C1COCC1>[CH2:27]([NH:34][C:13](=[O:15])[CH:12]([NH:11][C:8](=[O:10])[CH3:9])[CH2:16][CH:17]=[CH2:18])[C:28]1[CH:33]=[CH:32][CH:31]=[CH:30][CH:29]=1. Procedure: 4-Methylmorpholine (0.55 g, 5.40 mmol) was added to a cooled (-10° to -15° C.) THF solution (60 mL) of 2-acetamido-4-pentenoic acid (0.81 g, 5.18 mmol), and then isobutylchloroformate (0.75 g. 5.70 mmol) was added leading to the precipitation of a white solid. After 2 min, a solution of benzylamine (0.61 g, 5.70 mmol) in THF (10 mL) was slowly added at -10° to -15° C. The reaction was allowed to warm (5 min) at room temperature and the insoluble salts were removed by filteration, and the filtrat... Reactants: Clc1cc(Cl)ncn1, [Na+], [OH-], O, OC1CNC1. Product: OC1CN(c2cc(Cl)ncn2)C1. As a reaction SMILES: [Cl:1][c:2]1[n:3][cH:4][n:5][c:6]([Cl:8])[cH:7]1.[Na+:10].[OH-:9].[OH2:16].[OH:11][CH:12]1[CH2:13][NH:14][CH2:15]1>>[c:2]1([N:14]2[CH2:13][CH:12]([OH:11])[CH2:15]2)[n:3][cH:4][n:5][c:6]([Cl:8])[cH:7]1. Reactants: C1CCOC1, CO, O=[N+]([O-])c1ccc(COCCn2ccnn2)cc1, O=[Pt]=O. Product: Nc1ccc(COCCn2ccnn2)cc1. Reaction SMILES: [CH2:19]1[O:20][CH2:21][CH2:22][CH2:23]1.[CH3:24][OH:25].[N+:1]([O-:2])(=[O:3])[c:4]1[cH:5][cH:6][c:7]([CH2:8][O:9][CH2:10][CH2:11][n:12]2[n:13][n:14][cH:15][cH:16]2)[cH:17][cH:18]1.[Pt:26](=[O:27])=[O:28]>>[NH2:1][c:4]1[cH:5][cH:6][c:7]([CH2:8][O:9][CH2:10][CH2:11][n:12]2[n:13][n:14][cH:15][cH:16]2)[cH:17][cH:18]1. Starting materials: S(=O)(=O)(O)O.C(C)N(C1=CC(=C(C=C1)N)C)CCNS(=O)(=O)C (N-ethyl-N-(β-methanesulfonamidoethyl)-3-methyl-4-aminoaniline sulfate), C([O-])([O-])=O.[Na+].[Na+] (sodium carbonate), C(Cl)(Cl)Cl (chloroform), S(=O)(=O)([O-])OOS(=O)(=O)[O-].[NH4+].[NH4+] (ammonium persulfate). Run in O (water), O (water). Yields the product Azomethine, CCN(CC)C1=CC(=C(C=C1)N)C (CD-2). Reaction SMILES: S(O)(O)(=O)=O.[CH2:6]([N:8]([CH2:17][CH2:18]NS(C)(=O)=O)[C:9]1[CH:14]=[CH:13][C:12]([NH2:15])=[C:11]([CH3:16])[CH:10]=1)[CH3:7].C(=O)([O-])[O-].[Na+].[Na+].C(Cl)(Cl)Cl.S(OOS([O-])(=O)=O)([O-])(=O)=O.[NH4+].[NH4+]>O>[CH3:7][CH2:6][N:8]([C:9]1[CH:14]=[CH:13][C:12]([NH2:15])=[C:11]([CH3:16])[CH:10]=1)[CH2:17][CH3:18] |f:0.1,2.3.4,6.7.8|. Reported procedure: Into the mixture comprising 0.78 g of Comparative Coupler (C-2), 0.80 g of N-ethyl-N-(β-methanesulfonamidoethyl)-3-methyl-4-aminoaniline sulfate, 3.75 g of sodium carbonate, 60 ml of chloroform and 50 ml of water, a solution of 10 ml of water having dissolved therein 1.65 g of ammonium persulfate was gradually added with stirring at room temperature. After stirring the reaction solution for one hour, a chloroform layer was separated and the reaction solution was subjected to purification through... Procedure: The title compound is prepared by the procedure of Example 28 using 1.0 g of product from Example 56 and 15.68 g of methyl iodide. The residue is recrystallized from methyl alcohol to give 1.09 g of the desired product as yellow crystals. Reaction SMILES: [N:1]1[CH:6]=[CH:5][CH:4]=[CH:3][C:2]=1[CH2:7][CH2:8][NH:9][C:10](=[O:33])[CH2:11][C:12]1[CH:17]=[CH:16][C:15]([O:18][CH2:19][CH2:20][CH2:21][CH2:22][CH2:23][CH2:24][CH2:25][CH2:26][CH2:27][CH2:28][CH2:29][CH2:30][CH2:31][CH3:32])=[CH:14][CH:13]=1.[CH3:34][I:35]>>[I-:35].[CH3:34][N+:1]1[CH:6]=[CH:5][CH:4]=[CH:3][C:2]=1[CH2:7][CH2:8][NH:9][C:10](=[O:33])[CH2:11][C:12]1[CH:13]=[CH:14][C:15]([O:18][CH2:19][CH2:20][CH2:21][CH2:22][CH2:23][CH2:24][CH2:25][CH2:26][CH2:27][CH2:28][CH2:29][CH2:30][CH2:31][CH3:32])=[CH:16][CH:17]=1 |f:2.3|. Starting materials: N1=C(C=CC=C1)CCNC(CC1=CC=C(C=C1)OCCCCCCCCCCCCCC)=O (N-[2-(2-Pyridinyl)ethyl]-4-(tetradecyloxy)benzeneacetamide), CI (methyl iodide). The product is [I-].C[N+]1=C(C=CC=C1)CCNC(CC1=CC=C(C=C1)OCCCCCCCCCCCCCC)=O (1-Methyl-2-[2-[[[4-(tetradecyloxy)phenyl]acetyl]amino]ethyl]pyridinium iodide). Isolated yield 83.0%. Starting materials: C1CNCCN1, C1=CC(=C(C=C1Cl)Br)C#N. The reagents and catalysts are C(=O)([O-])[O-].[Cs+].[Cs+], C1=CC=C(C=C1)P(C2=CC=CC=C2)C3=C(C4=CC=CC=C4C=C3)C5=C(C=CC6=CC=CC=C65)P(C7=CC=CC=C7)C8=CC=CC=C8, C1=CC=C(C=C1)/C=C/C(=O)/C=C/C2=CC=CC=C2.C1=CC=C(C=C1)/C=C/C(=O)/C=C/C2=CC=CC=C2.C1=CC=C(C=C1)/C=C/C(=O)/C=C/C2=CC=CC=C2.[Pd].[Pd]. The solvent is C1COCCO1. Reaction conditions: temperature 90 celsius. The product is C1CN(CCN1)C2=C(C=CC(=C2)Cl)C#N. The yield is 0.0%. Reported procedure: Tris(dibenzylideneacetone)dipalladium (0) (43.4 mg, 0.05 mmol) and rac-2,2'-Bis(diphenylphosphino)-1,1'-binaphthyl (59.0 mg, 0.09 mmol) were added to a mixture of 2-bromo-4-chlorobenzonitrile (205 mg, 0.95 mmol), Cesium carbonate (463 mg, 1.42 mmol) and Piperazine (163 mg, 1.89 mmol) in dioxane (3 mL). Reaction vessel was placed in an oil bath set to 90 °C 2.45pm.  LCMS o/n shows large product peak (222).  Cooled, filtered through a silica plug, washing with EtOAc until filtrate is clear.  Crude...